This data is from the Open Reaction Database (ORD), a public repository of structured organic reaction records. The task is: describe an organic reaction: reactants, conditions, products, and yield Starting materials: ClC1=C(C=CC2=CC(=CC=C12)OC)C1=CC=C(C=C1)OC (1-chloro-6-methoxy-2-(4-methoxyphenyl)naphthalene), B(Br)(Br)Br (boron tribromide). Yields the product ClC1=C2C=CC(=CC2=CC=C1C1=CC=C(C=C1)O)O (5-Chloro-6-(4-hydroxyphenyl)-2-naphthol), white solid. The yield is 75.0%. RXN SMILES: [Cl:1][C:2]1[C:11]2[C:6](=[CH:7][C:8]([O:12]C)=[CH:9][CH:10]=2)[CH:5]=[CH:4][C:3]=1[C:14]1[CH:19]=[CH:18][C:17]([O:20]C)=[CH:16][CH:15]=1.B(Br)(Br)Br>>[Cl:1][C:2]1[C:3]([C:14]2[CH:15]=[CH:16][C:17]([OH:20])=[CH:18][CH:19]=2)=[CH:4][CH:5]=[C:6]2[C:11]=1[CH:10]=[CH:9][C:8]([OH:12])=[CH:7]2. Procedure details: The title compound was prepared by reacting 1-chloro-6-methoxy-2-(4-methoxyphenyl)naphthalene (0.65 g, 2.18 mmol) with boron tribromide (6.5 mL of 1N solution) according to method D to yield 0.44 g (75%) of a white solid: mp>220° C.; The reactants are [OH-].[Li+] (lithium hydroxide), ice water, ClC1=CC=C(C=N1)[N+](=O)[O-] (6-Chloro-3-nitropyridine), ClC1=CC=C(C=C1)S (4-chlorothiophenol). Run in CN(C)C=O (DMF). Run at time 5 minute. Yields the product ClC1=CC=C(C=C1)SC1=CC=C(C=N1)[N+](=O)[O-] (6-(4-CHLOROPHENYLTHIO)3-NITROPYRIDINE). RXN SMILES: Cl[C:2]1[N:7]=[CH:6][C:5]([N+:8]([O-:10])=[O:9])=[CH:4][CH:3]=1.[Cl:11][C:12]1[CH:17]=[CH:16][C:15]([SH:18])=[CH:14][CH:13]=1.[OH-].[Li+]>CN(C=O)C>[Cl:11][C:12]1[CH:17]=[CH:16][C:15]([S:18][C:2]2[N:7]=[CH:6][C:5]([N+:8]([O-:10])=[O:9])=[CH:4][CH:3]=2)=[CH:14][CH:13]=1 |f:2.3|. Procedure details: 6-Chloro-3-nitropyridine (4.0 grams) and 4-chlorothiophenol (3.7 grams) were mixed in 100 ml. of dry DMF and lithium hydroxide (1.2 grams) added portionwise. After the reaction mixture had stirred for about 5 minutes, it darkened and became warm. It was allowed to stir with a drying tube for 4 hours, poured over ice water and the product separated by filtration. It was crystallized from ethyl acetate-ethanol, yield: 5.0 grams, m.p. 134°-136° C. Reactants: Cl.Cl.NC1=CC(=C(C(=O)NCC2CCNCC2)C=C1Cl)OC (4-Amino-5-chloro-2-methoxy-N-(piperidin-4-ylmethyl)benzamide dihydrochloride), C([O-])([O-])=O.[K+].[K+] (potassium carbonate), BrCCCCCC(=O)C=1SC=CC1 (6-bromo-1-(2-thienyl)-1-hexanone). The product is NC1=CC(=C(C(=O)NCC2CCN(CC2)CCCCCC(C=2SC=CC2)=O)C=C1Cl)OC (4-amino-5-chloro-N-((1-(6-oxo-6-(2-thienyl)hexyl)piperidin-4-yl)methyl)-2-methoxybenzamide). Isolated yield 10.5%. RXN SMILES: Cl.Cl.[NH2:3][C:4]1[C:19]([Cl:20])=[CH:18][C:7]([C:8]([NH:10][CH2:11][CH:12]2[CH2:17][CH2:16][NH:15][CH2:14][CH2:13]2)=[O:9])=[C:6]([O:21][CH3:22])[CH:5]=1.C(=O)([O-])[O-].[K+].[K+].Br[CH2:30][CH2:31][CH2:32][CH2:33][CH2:34][C:35]([C:37]1[S:38][CH:39]=[CH:40][CH:41]=1)=[O:36]>>[NH2:3][C:4]1[C:19]([Cl:20])=[CH:18][C:7]([C:8]([NH:10][CH2:11][CH:12]2[CH2:13][CH2:14][N:15]([CH2:30][CH2:31][CH2:32][CH2:33][CH2:34][C:35](=[O:36])[C:37]3[S:38][CH:39]=[CH:40][CH:41]=3)[CH2:16][CH2:17]2)=[O:9])=[C:6]([O:21][CH3:22])[CH:5]=1 |f:0.1.2,3.4.5|. Procedure: 4-Amino-5-chloro-2-methoxy-N-(piperidin-4-ylmethyl)benzamide dihydrochloride (2.0 g) as starting compound, potassium carbonate (3.0 g) and 6-bromo-1-(2-thienyl)-1-hexanone (1.6 g) were reacted and treated in the same manner as in Example 172 to give 0.27 g of 4-amino-5-chloro-N-((1-(6-oxo-6-(2-thienyl)hexyl)piperidin-4-yl)methyl)-2-methoxybenzamide. Starting materials: Fc1cc(F)cc(-c2c(Br)nc(-c3ccc(F)cc3F)n2Cc2ccccc2)c1, COCCOC, CCOC(C)=O, CC(C)S(=O)(=O)n1c(N)nc2ccc(B(O)O)cc21, [Na+], [Na+], O=C([O-])[O-]. Yields the product CC(C)S(=O)(=O)n1c(N)nc2ccc(-c3nc(-c4ccc(F)cc4F)n(Cc4ccccc4)c3-c3cc(F)cc(F)c3)cc21. Reaction SMILES: [CH2:1]([c:2]1[cH:3][cH:4][cH:5][cH:6][cH:7]1)[n:8]1[c:9](-[c:22]2[c:23]([F:29])[cH:24][c:25]([F:28])[cH:26][cH:27]2)[n:10][c:11]([Br:21])[c:12]1-[c:13]1[cH:14][c:15]([F:20])[cH:16][c:17]([F:19])[cH:18]1.[CH3:55][O:56][CH2:57][CH2:58][O:59][CH3:60].[CH3:61][CH2:62][O:63][C:64](=[O:65])[CH3:66].[CH:30]([CH3:31])([CH3:32])[S:33](=[O:34])(=[O:35])[n:36]1[c:37]([NH2:48])[n:38][c:39]2[c:40]1[cH:41][c:42]([B:45]([OH:46])[OH:47])[cH:43][cH:44]2.[Na+:49].[Na+:50].[O-:51][C:52](=[O:53])[O-:54]>>[CH2:1]([c:2]1[cH:3][cH:4][cH:5][cH:6][cH:7]1)[n:8]1[c:9](-[c:22]2[c:23]([F:29])[cH:24][c:25]([F:28])[cH:26][cH:27]2)[n:10][c:11](-[c:42]2[cH:41][c:40]3[n:36]([S:33]([CH:30]([CH3:31])[CH3:32])(=[O:34])=[O:35])[c:37]([NH2:48])[n:38][c:39]3[cH:44][cH:43]2)[c:12]1-[c:13]1[cH:14][c:15]([F:20])[cH:16][c:17]([F:19])[cH:18]1. Yields the product Cc1nc(-c2cc(Cl)cnc2Nc2cccc3c2cnn3C2CCCCO2)c2ncn(C3CCCCO3)c2n1. Reaction SMILES: [CH2:51]1[O:52][CH2:53][CH2:54][CH2:55]1.[CH3:42][Si:43]([N-:44][Si:45]([CH3:46])([CH3:47])[CH3:48])([CH3:49])[CH3:50].[Cl:1][c:2]1[cH:3][c:4](-[c:9]2[c:10]3[n:11][cH:12][n:13]([CH:19]4[O:20][CH2:21][CH2:22][CH2:23][CH2:24]4)[c:14]3[n:15][c:16]([CH3:18])[n:17]2)[c:5]([F:8])[n:6][cH:7]1.[Li+:41].[O:25]1[CH:26]([n:31]2[n:32][cH:33][c:34]3[c:35]([NH2:40])[cH:36][cH:37][cH:38][c:39]23)[CH2:27][CH2:28][CH2:29][CH2:30]1>>[Cl:1][c:2]1[cH:3][c:4](-[c:9]2[c:10]3[n:11][cH:12][n:13]([CH:19]4[O:20][CH2:21][CH2:22][CH2:23][CH2:24]4)[c:14]3[n:15][c:16]([CH3:18])[n:17]2)[c:5]([NH:40][c:35]2[c:34]3[cH:33][n:32][n:31]([CH:26]4[O:25][CH2:30][CH2:29][CH2:28][CH2:27]4)[c:39]3[cH:38][cH:37][cH:36]2)[n:6][cH:7]1. Reactants: C1CCOC1, C[Si](C)(C)[N-][Si](C)(C)C, Cc1nc(-c2cc(Cl)cnc2F)c2ncn(C3CCCCO3)c2n1, [Li+], Nc1cccc2c1cnn2C1CCCCO1. Starting materials: CC(=O)OC(C)=O, ClCCl, Cl, [Na+], O=C([O-])O, COc1ccc(S(=O)(=O)N2CCN(CC(O)COc3cccc([N+](=O)[O-])c3)CC2)cc1, c1ccncc1. Yields the product COc1ccc(S(=O)(=O)N2CCN(CC(COc3cccc([N+](=O)[O-])c3)OC(C)=O)CC2)cc1. Reaction SMILES: [CH3:1][C:2](=[O:3])[O:4][C:5](=[O:6])[CH3:7].[Cl:45][CH2:46][Cl:47].[ClH:39].[Na+:44].[O-:40][C:41]([OH:42])=[O:43].[OH:8][CH:9]([CH2:10][O:11][c:12]1[cH:13][c:14]([N+:18](=[O:19])[O-:20])[cH:15][cH:16][cH:17]1)[CH2:21][N:22]1[CH2:23][CH2:24][N:25]([S:28](=[O:29])(=[O:30])[c:31]2[cH:32][cH:33][c:34]([O:37][CH3:38])[cH:35][cH:36]2)[CH2:26][CH2:27]1.[cH:48]1[cH:49][cH:50][n:51][cH:52][cH:53]1>>[CH3:1][C:2](=[O:3])[O:8][CH:9]([CH2:10][O:11][c:12]1[cH:13][c:14]([N+:18](=[O:19])[O-:20])[cH:15][cH:16][cH:17]1)[CH2:21][N:22]1[CH2:23][CH2:24][N:25]([S:28](=[O:29])(=[O:30])[c:31]2[cH:32][cH:33][c:34]([O:37][CH3:38])[cH:35][cH:36]2)[CH2:26][CH2:27]1.